From a dataset of the Open Reaction Database (ORD), a public repository of structured organic reaction records. describe an organic reaction: reactants, conditions, products, and yield Reactants: BrC1=CC=C(C=C1)CCN(C(OC(C)(C)C)=O)C[C@H](O)C1=CC(=CC=C1)Cl (tert-butyl N-[2-(4-bromophenyl)ethyl]-N-[(2R)-2-(3-chlorophenyl)-2-hydroxyethyl]carbamate), COC(=O)C1=CC=C(C=C1)B(O)O (4-methoxycarbonyl-phenyl boronic acid), C([O-])([O-])=O.[Na+].[Na+] (sodium carbonate). The reagents and catalysts are [Pd].C1(=CC=CC=C1)P(C1=CC=CC=C1)C1=CC=CC=C1.C1(=CC=CC=C1)P(C1=CC=CC=C1)C1=CC=CC=C1.C1(=CC=CC=C1)P(C1=CC=CC=C1)C1=CC=CC=C1.C1(=CC=CC=C1)P(C1=CC=CC=C1)C1=CC=CC=C1 (tetrakis(triphenylphosphine)-palladium). Run in COCCOC (1,2-dimethoxyethane), C(C)(=O)OCC (ethyl acetate), O (water). Conditions: temperature 80 celsius, time 2 hour. Yields the product C(C)(C)(C)OC(=O)N(C[C@H](O)C1=CC(=CC=C1)Cl)CCC1=CC=C(C=C1)C1=CC=C(C=C1)C(=O)OC (methyl 4′-[2-[N-(tert-butoxycarbonyl)-N-[(2R)-2-(3-chlorophenyl)-2-hydroxyethyl]amino]ethyl]-1,1′-biphenyl-4-carboxylate). Yield: 82.0%. Reaction SMILES: Br[C:2]1[CH:7]=[CH:6][C:5]([CH2:8][CH2:9][N:10]([CH2:18][C@@H:19]([C:21]2[CH:26]=[CH:25][CH:24]=[C:23]([Cl:27])[CH:22]=2)[OH:20])[C:11](=[O:17])[O:12][C:13]([CH3:16])([CH3:15])[CH3:14])=[CH:4][CH:3]=1.[CH3:28][O:29][C:30]([C:32]1[CH:37]=[CH:36][C:35](B(O)O)=[CH:34][CH:33]=1)=[O:31].C(=O)([O-])[O-].[Na+].[Na+]>COCCOC.C(OCC)(=O)C.O.[Pd].C1(P(C2C=CC=CC=2)C2C=CC=CC=2)C=CC=CC=1.C1(P(C2C=CC=CC=2)C2C=CC=CC=2)C=CC=CC=1.C1(P(C2C=CC=CC=2)C2C=CC=CC=2)C=CC=CC=1.C1(P(C2C=CC=CC=2)C2C=CC=CC=2)C=CC=CC=1>[C:13]([O:12][C:11]([N:10]([CH2:9][CH2:8][C:5]1[CH:6]=[CH:7][C:2]([C:35]2[CH:36]=[CH:37][C:32]([C:30]([O:29][CH3:28])=[O:31])=[CH:33][CH:34]=2)=[CH:3][CH:4]=1)[CH2:18][C@@H:19]([C:21]1[CH:26]=[CH:25][CH:24]=[C:23]([Cl:27])[CH:22]=1)[OH:20])=[O:17])([CH3:16])([CH3:15])[CH3:14] |f:2.3.4,8.9.10.11.12|. Reported procedure: To a solution of tert-butyl N-[2-(4-bromophenyl)ethyl]-N-[(2R)-2-(3-chlorophenyl)-2-hydroxyethyl]carbamate (435 mg) in 1,2-dimethoxyethane (6 ml) were added 4-methoxycarbonyl-phenyl boronic acid (224 mg), tetrakis(triphenylphosphine)-palladium (55 mg) and aqueous solution of sodium carbonate (2M, 1.0 ml), and the mixture was stirred at 80° C. for 2 hours under nitrogen. The mixture was diluted with ethyl acetate and water. The organic layer was separated, washed with brine, dried over magnesium ... Reaction conditions: temperature 20 celsius. Starting materials: C(C)OC(=S)[S-].[K+] (potassium ethylxanthate), NC=1C=C2C(C(C(C2=CC1N)(C)C)=O)(C)C (5,6-diamino-1,1,3,3-tetramethyl-2-indanone), C(C)(=O)O (acetic acid). Solvent: alcohol, O (water), O (water). The yield is 78.8%. RXN SMILES: C(O[C:4]([S-])=[S:5])C.[K+].[NH2:8][C:9]1[CH:10]=[C:11]2[C:15](=[CH:16][C:17]=1[NH2:18])[C:14]([CH3:20])([CH3:19])[C:13](=[O:21])[C:12]2([CH3:23])[CH3:22].C(O)(=O)C>O>[SH:5][C:4]1[NH:18][C:17]2[CH:16]=[C:15]3[C:11](=[CH:10][C:9]=2[N:8]=1)[C:12]([CH3:23])([CH3:22])[C:13](=[O:21])[C:14]3([CH3:19])[CH3:20] |f:0.1|. Reported procedure: 20 ml of water and 17.0 g of purified potassium ethylxanthate were added to 20.0 g of 5,6-diamino-1,1,3,3-tetramethyl-2-indanone, dissolved in 200 ml of alcohol, in a 750 ml sulfonation flask equipped with stirrer, thermometer, reflux condenser. The mixture was left to boil at reflux overnight, then diluted with 200 ml of water, neutralized with 20 ml of glacial acetic acid and stirrer at 60°-70° C. for an additional 1 hour. After cooling to 20° C., were removed by filtration under suction. Ther... Product: SC1=NC2=C(N1)C=C1C(C(C(C1=C2)(C)C)=O)(C)C (5,7-dihydro-2-mercapto-5,5,7,7-tetramethylindeno(5,6-d)-imidazol-6(1H)-one). Reactants: CC(C)(C)OC(=O)N1CCC(CNC(=O)OCc2ccccc2)CC1, Cl, C1COCCO1. Yields the product Cl, O=C(NCC1CCNCC1)OCc1ccccc1. RXN SMILES: [C:1]([O:2][C:3](=[O:4])[N:8]1[CH2:9][CH2:10][CH:11]([CH2:14][NH:15][C:16](=[O:17])[O:18][CH2:19][c:20]2[cH:21][cH:22][cH:23][cH:24][cH:25]2)[CH2:12][CH2:13]1)([CH3:5])([CH3:6])[CH3:7].[ClH:26].[O:27]1[CH2:28][CH2:29][O:30][CH2:31][CH2:32]1>>[ClH:26].[NH:8]1[CH2:9][CH2:10][CH:11]([CH2:14][NH:15][C:16](=[O:17])[O:18][CH2:19][c:20]2[cH:21][cH:22][cH:23][cH:24][cH:25]2)[CH2:12][CH2:13]1. Reactants: O=C([O-])[O-], CN(C)C=O, FC(F)(F)CI, [K+], [K+], O, COc1ccc(C=O)cc1O. The product is COc1ccc(C=O)cc1OCC(F)(F)F. As a reaction SMILES: [C:18](=[O:19])([O-:20])[O-:21].[CH3:25][N:26]([CH3:27])[CH:28]=[O:29].[I:12][CH2:13][C:14]([F:15])([F:16])[F:17].[K+:22].[K+:23].[OH2:24].[OH:1][c:2]1[cH:3][c:4]([CH:5]=[O:6])[cH:7][cH:8][c:9]1[O:10][CH3:11]>>[O:1]([c:2]1[cH:3][c:4]([CH:5]=[O:6])[cH:7][cH:8][c:9]1[O:10][CH3:11])[CH2:13][C:14]([F:15])([F:16])[F:17]. Reactants: OCCCS(=O)(=O)CC=CC1=CC=CC=C1 (cinnamyl 3-hydroxylpropyl sulphone), C1(=CC=C(C=C1)S(=O)(=O)O)C (para-toluene sulphonic acid), O1CCCC=C1 (dihydropyran). Run in ClCCl (dichloromethane). Conditions: time 24 hour. The product is C(C=CC1=CC=CC=C1)S(=O)(=O)CCCOC1OCCCC1 (2-(Cinnamyl sulphonylpropyloxy)tetrahydropyran). RXN SMILES: [OH:1][CH2:2][CH2:3][CH2:4][S:5]([CH2:8][CH:9]=[CH:10][C:11]1[CH:16]=[CH:15][CH:14]=[CH:13][CH:12]=1)(=[O:7])=[O:6].C1(C)C=CC(S(O)(=O)=O)=CC=1.[O:28]1[CH:33]=[CH:32][CH2:31][CH2:30][CH2:29]1>ClCCl>[CH2:8]([S:5]([CH2:4][CH2:3][CH2:2][O:1][CH:29]1[CH2:30][CH2:31][CH2:32][CH2:33][O:28]1)(=[O:7])=[O:6])[CH:9]=[CH:10][C:11]1[CH:12]=[CH:13][CH:14]=[CH:15][CH:16]=1. Procedure: Cinnamylthiopropionic acid, m.p. 87° C., was prepared from cinnamyl bromide and mercaptopropionic acid and oxidised by the method described in Example 23(a) to cinnamylsulphonylpropionic acid, m.p. 160° C. This acid was reduced by addition to a stirred suspension of lithium aluminium hydride (2 equivalents) in tetrahydrofuran at -20° to -25° C. and the product formed isolated by ethyl acetate extraction to give cinnamyl 3-hydroxypropyl sulphone, m.p. 86° C. A solution of cinnamyl 3-hydroxylpropy... The reactants are C([O-])([O-])=O.[Na+].[Na+] (sodium carbonate), ( 2 ), C[Si](C1=CC(=C(C=O)C=C1)C#C)(C)C (4-trimethylsilyl ethynyl benzaldehyde). Run in CO (methanol). Conditions: time 30 minute. Product: C(#C)C1=CC=C(C=O)C=C1 (4-ethynyl benzaldehyde), aldehyde. Isolated yield 99.0%. RXN SMILES: C[Si](C)(C)[C:3]1[CH:10]=[CH:9][C:6](C=O)=[C:5]([C:11]#[CH:12])[CH:4]=1.[C:15](=[O:18])([O-])[O-].[Na+].[Na+]>CO>[C:11]([C:5]1[CH:6]=[CH:9][C:10]([CH:15]=[O:18])=[CH:3][CH:4]=1)#[CH:12] |f:1.2.3|. Reported procedure: The trimethylsilyl groups were subsequently subjected to a deprotecting reaction in accordance with reaction (2) in FIG. 2. Specifically, 4.0 g of 4-trimethylsilyl ethynyl benzaldehyde was dissolved in 20 mL of methanol, the solution was stirred for 30 minutes under nitrogen gas, 0.19 g of sodium carbonate was added, and the product was stirred for another 3 hours at room temperature. The solvent was removed at a reduced pressure, the residue was washed with a 5% aqueous solution of sodium bicar... Starting materials: CC(C)(C)OC(=O)N1CCCC1C(=O)O, C1CCOC1, O. Product: CC(C)(C)OC(=O)N1CCCC1CO. RXN SMILES: [C:1]([CH3:2])([CH3:3])([CH3:4])[O:5][C:6](=[O:7])[N:8]1[CH:9]([C:10](=[O:11])[OH:12])[CH2:13][CH2:14][CH2:15]1.[O:17]1[CH2:18][CH2:19][CH2:20][CH2:21]1.[OH2:16]>>[C:1]([CH3:2])([CH3:3])([CH3:4])[O:5][C:6](=[O:7])[N:8]1[CH:9]([CH2:10][OH:11])[CH2:13][CH2:14][CH2:15]1.